This data is from the Open Reaction Database (ORD), a public repository of structured organic reaction records. The task is: describe an organic reaction: reactants, conditions, products, and yield Reactants: FC1=C(C(=O)NC=2SC(=C(N2)C(=O)OC)C2=CC(=CC=C2)F)C(=CC=C1)F (Methyl 2-(2,6-difluorobenzamido)-5-(3-fluorophenyl)thiazole-4-carboxylate), [H-].[Al+3].[Li+].[H-].[H-].[H-] (lithium aluminum hydride). The solvent is C1CCOC1 (THF). The product is FC1=C(C(=O)NC=2SC(=C(N2)CO)C2=CC(=CC=C2)F)C(=CC=C1)F (2,6-difluoro-N-(4-(hydroxymethyl)-5-(3-(fluoro)phenyl)thiazol-2-yl)benzamide). The yield is 92.0%. As a reaction SMILES: [F:1][C:2]1[CH:26]=[CH:25][CH:24]=[C:23]([F:27])[C:3]=1[C:4]([NH:6][C:7]1[S:8][C:9]([C:16]2[CH:21]=[CH:20][CH:19]=[C:18]([F:22])[CH:17]=2)=[C:10]([C:12](OC)=[O:13])[N:11]=1)=[O:5].[H-].[Al+3].[Li+].[H-].[H-].[H-]>C1COCC1>[F:1][C:2]1[CH:26]=[CH:25][CH:24]=[C:23]([F:27])[C:3]=1[C:4]([NH:6][C:7]1[S:8][C:9]([C:16]2[CH:21]=[CH:20][CH:19]=[C:18]([F:22])[CH:17]=2)=[C:10]([CH2:12][OH:13])[N:11]=1)=[O:5] |f:1.2.3.4.5.6|. Procedure details: The title compound was prepared by reducing Methyl 2-(2,6-difluorobenzamido)-5-(3-fluorophenyl)thiazole-4-carboxylate with lithium aluminum hydride (2 equiv) in THF. Yield: 92%. H-NMR(CDCl3) 7.50-6.90 (7H, m), 4.60 (2H, s). MS (ESI) [MH+] 365. Starting materials: CN(C)C=O, CI, Cc1ccc2cccc(OCc3c(Cl)ccc(NC(=O)CN4C(=O)c5ccccc5C4=O)c3Cl)c2n1, [H-], [Na+], O. The product is Cc1ccc2cccc(OCc3c(Cl)ccc(N(C)C(=O)CN4C(=O)c5ccccc5C4=O)c3Cl)c2n1. Reaction SMILES: [CH3:37][N:38]([CH3:39])[CH:40]=[O:41].[CH3:44][I:45].[Cl:1][c:2]1[c:3]([CH2:4][O:5][c:6]2[cH:7][cH:8][cH:9][c:10]3[cH:11][cH:12][c:13]([CH3:16])[n:14][c:15]23)[c:17]([Cl:36])[cH:18][cH:19][c:20]1[NH:21][C:22]([CH2:23][N:24]1[C:25](=[O:34])[c:26]2[c:27]([cH:30][cH:31][cH:32][cH:33]2)[C:28]1=[O:29])=[O:35].[H-:42].[Na+:43].[OH2:46]>>[Cl:1][c:2]1[c:3]([CH2:4][O:5][c:6]2[cH:7][cH:8][cH:9][c:10]3[cH:11][cH:12][c:13]([CH3:16])[n:14][c:15]23)[c:17]([Cl:36])[cH:18][cH:19][c:20]1[N:21]([C:22]([CH2:23][N:24]1[C:25](=[O:34])[c:26]2[c:27]([cH:30][cH:31][cH:32][cH:33]2)[C:28]1=[O:29])=[O:35])[CH3:37]. Starting materials: C1COCCO1, O=C(CCCCl)c1ccc(F)cc1, ClC(Cl)Cl, [K+], [K+], O=C([O-])[O-], c1cc2c3c(c1)C1CNCCC1N3CCC2. Product: O=C(CCCN1CCC2C(C1)c1cccc3c1N2CCC3)c1ccc(F)cc1. As a reaction SMILES: [CH2:36]1[O:37][CH2:38][CH2:39][O:40][CH2:41]1.[Cl:17][CH2:18][CH2:19][CH2:20][C:21](=[O:22])[c:23]1[cH:24][cH:25][c:26]([F:29])[cH:27][cH:28]1.[Cl:42][CH:43]([Cl:44])[Cl:45].[K+:30].[K+:31].[O-:32][C:33]([O-:34])=[O:35].[cH:1]1[cH:2][cH:3][c:4]2[c:9]3[c:10]1[CH:11]1[CH:12]([N:8]3[CH2:7][CH2:6][CH2:5]2)[CH2:13][CH2:14][NH:15][CH2:16]1>>[cH:1]1[cH:2][cH:3][c:4]2[c:9]3[c:10]1[CH:11]1[CH:12]([N:8]3[CH2:7][CH2:6][CH2:5]2)[CH2:13][CH2:14][N:15]([CH2:18][CH2:19][CH2:20][C:21](=[O:22])[c:23]2[cH:24][cH:25][c:26]([F:29])[cH:27][cH:28]2)[CH2:16]1. The reactants are CCOc1cc(C(C)(C)C)ncc1C1=NC(C)(c2ccc(Cl)cc2)C(C)(c2ccc(Cl)cc2)N1C(=O)N1CCC(CC(=O)O)CC1, Cc1c(N)cccc1Cl. Yields the product CCOc1cc(C(C)(C)C)ncc1C1=NC(C)(c2ccc(Cl)cc2)C(C)(c2ccc(Cl)cc2)N1C(=O)N1CCC(CC(=O)Nc2cccc(Cl)c2C)CC1. RXN SMILES: [C:1]([CH3:2])([CH3:3])([CH3:4])[c:5]1[cH:6][c:7]([O:44][CH2:45][CH3:46])[c:8]([C:11]2=[N:15][C:14]([CH3:16])([c:17]3[cH:18][cH:19][c:20]([Cl:23])[cH:21][cH:22]3)[C:13]([CH3:24])([c:25]3[cH:26][cH:27][c:28]([Cl:31])[cH:29][cH:30]3)[N:12]2[C:32](=[O:33])[N:34]2[CH2:35][CH2:36][CH:37]([CH2:40][C:41](=[O:42])[OH:43])[CH2:38][CH2:39]2)[cH:9][n:10]1.[Cl:47][c:48]1[c:49]([CH3:55])[c:50]([NH2:51])[cH:52][cH:53][cH:54]1>>[C:1]([CH3:2])([CH3:3])([CH3:4])[c:5]1[cH:6][c:7]([O:44][CH2:45][CH3:46])[c:8]([C:11]2=[N:15][C:14]([CH3:16])([c:17]3[cH:18][cH:19][c:20]([Cl:23])[cH:21][cH:22]3)[C:13]([CH3:24])([c:25]3[cH:26][cH:27][c:28]([Cl:31])[cH:29][cH:30]3)[N:12]2[C:32](=[O:33])[N:34]2[CH2:35][CH2:36][CH:37]([CH2:40][C:41](=[O:43])[NH:51][c:50]3[c:49]([CH3:55])[c:48]([Cl:47])[cH:54][cH:53][cH:52]3)[CH2:38][CH2:39]2)[cH:9][n:10]1. The reactants are FC1=CC=C(C=C1)[C@H]1C[C@H](C1)NO (cis-3-(4-fluorophenyl)cyclobutylhydroxylamine), C[Si](C)(C)N=C=S (trimethylsilylisothiocyanate), CO (MeOH). The solvent is C1CCOC1 (THF). Run at temperature 70 celsius, time 3 hour. The product is ON(C(=S)N)[C@@H]1C[C@@H](C1)C1=CC=C(C=C1)F (N-hydroxy-N-[cis-3-(4-fluorophenyl)cyclobutyl]thiourea). Isolated yield 55.8%. As a reaction SMILES: [F:1][C:2]1[CH:7]=[CH:6][C:5]([C@@H:8]2[CH2:11][C@H:10]([NH:12][OH:13])[CH2:9]2)=[CH:4][CH:3]=1.C[Si]([N:18]=[C:19]=[S:20])(C)C.CO>C1COCC1>[OH:13][N:12]([C@H:10]1[CH2:11][C@@H:8]([C:5]2[CH:4]=[CH:3][C:2]([F:1])=[CH:7][CH:6]=2)[CH2:9]1)[C:19]([NH2:18])=[S:20]. Procedure: To a stirred solution of cis-3-(4-fluorophenyl)cyclobutylhydroxylamine (1.81 g, 10 mmol) in THF (30 ml) was added trimethylsilylisothiocyanate (1.58 g, 12 mmol) at room temperature. After stirring for 3 hours at 70° C., MeOH (20 ml) was added. Volatiles were removed in vacuo, and the residue recrystallized from ethyl acetate/n-hexane/EtOH to afford 1.34 g (55.8% yield) of the title compound, m.p. 156-158° C. Reactants: Br, CCn1cc(C(=O)O)c(=O)c2cc(F)c(C(C)=O)c(F)c21, CC(=O)O, [K+], [O-][Br+2]([O-])[O-]. Yields the product CCn1cc(C(=O)O)c(=O)c2cc(F)c(C(=O)CBr)c(F)c21. Reaction SMILES: [BrH:27].[C:1]([CH3:2])(=[O:3])[c:4]1[c:5]([F:21])[cH:6][c:7]2[c:8](=[O:20])[c:9]([C:17](=[O:18])[OH:19])[cH:10][n:11]([CH2:15][CH3:16])[c:12]2[c:13]1[F:14].[CH3:28][C:29](=[O:30])[OH:31].[K+:22].[O-:23][Br+2:24]([O-:25])[O-:26]>>[C:1]([CH2:2][Br:24])(=[O:3])[c:4]1[c:5]([F:21])[cH:6][c:7]2[c:8](=[O:20])[c:9]([C:17](=[O:18])[OH:19])[cH:10][n:11]([CH2:15][CH3:16])[c:12]2[c:13]1[F:14]. Starting materials: COc1ccc(COCCC(CCc2ccccc2)O[Si](C)(C)C(C)(C)C)cc1, N#CC1=C(C#N)C(=O)C(Cl)=C(Cl)C1=O, ClCCl, [Na+], O=C([O-])O, O. Yields the product CC(C)(C)[Si](C)(C)OC(CCO)CCc1ccccc1. Reaction SMILES: [C:1]([CH3:2])([CH3:3])([CH3:4])[Si:5]([O:6][CH:7]([CH2:8][CH2:9][c:10]1[cH:11][cH:12][cH:13][cH:14][cH:15]1)[CH2:16][CH2:17][O:18][CH2:19][c:20]1[cH:21][cH:22][c:23]([O:24][CH3:25])[cH:26][cH:27]1)([CH3:28])[CH3:29].[Cl:30][C:31]1=[C:42]([Cl:43])[C:40](=[O:41])[C:37]([C:38]#[N:39])=[C:34]([C:35]#[N:36])[C:32]1=[O:33].[Cl:50][CH2:51][Cl:52].[Na+:48].[O-:44][C:45]([OH:46])=[O:47].[OH2:49]>>[C:1]([CH3:2])([CH3:3])([CH3:4])[Si:5]([O:6][CH:7]([CH2:8][CH2:9][c:10]1[cH:11][cH:12][cH:13][cH:14][cH:15]1)[CH2:16][CH2:17][OH:18])([CH3:28])[CH3:29].